Dataset: the Open Reaction Database (ORD), a public repository of structured organic reaction records. Task: describe an organic reaction: reactants, conditions, products, and yield Starting materials: [Br-].C1(=CC=C(C=C1)C[N+]1=CC=C(C=C1)C1=CC=[N+](C=C1)CC1=CC=CC=C1)C[N+]1(CC=C(C=C1)C1=CC=[NH+]C=C1)CC1=CC=CC=C1.[Br-].[Br-].[Br-] (1′,1″-(1,4-phenylenebis(methylene))bis(1-(benzyl)-4,4′-bipyridine-1,1′-diium)bromide), C(C=C)Br (Allyl bromide), compound 4. Yields the product [Br-].C1(=CC=C(C=C1)C[N+]1=CC=C(C=C1)C1=CC=[N+](C=C1)CC=C)C[N+]1(CC=C(C=C1)C1=CC=[NH+]C=C1)CC=C.[Br-].[Br-].[Br-] (1′,1″-(1,4-phenylenebis(methylene))bis(1-allyl-4,4′-bipyridine-1,1′-diium)bromide). RXN SMILES: [Br-:1].[C:2]1([CH2:28][N+:29]2([CH2:41][C:42]3C=CC=C[CH:43]=3)[CH:34]=[CH:33][C:32]([C:35]3[CH:40]=[CH:39][NH+:38]=[CH:37][CH:36]=3)=[CH:31][CH2:30]2)[CH:7]=[CH:6][C:5]([CH2:8][N+:9]2[CH:14]=[CH:13][C:12]([C:15]3[CH:20]=[CH:19][N+:18]([CH2:21][C:22]4C=CC=C[CH:23]=4)=[CH:17][CH:16]=3)=[CH:11][CH:10]=2)=[CH:4][CH:3]=1.[Br-].[Br-].[Br-].C([Br:54])C=C>>[Br-:54].[C:2]1([CH2:28][N+:29]2([CH2:41][CH:42]=[CH2:43])[CH:30]=[CH:31][C:32]([C:35]3[CH:36]=[CH:37][NH+:38]=[CH:39][CH:40]=3)=[CH:33][CH2:34]2)[CH:7]=[CH:6][C:5]([CH2:8][N+:9]2[CH:14]=[CH:13][C:12]([C:15]3[CH:16]=[CH:17][N+:18]([CH2:21][CH:22]=[CH2:23])=[CH:19][CH:20]=3)=[CH:11][CH:10]=2)=[CH:4][CH:3]=1.[Br-:1].[Br-:54].[Br-:54] |f:0.1.2.3.4,6.7.8.9.10|. Procedure: Compound 15 was synthesized as described above for compound 14, reflux time 3 h. Allyl bromide (1.97 g, 16.28 mmol), compound 4 (1.0 g, 1.42 mmol). The target compound was isolated as a bright yellow solid. Yield: 0.48 g, 42%. 1H NMR (D2O, 400 MHz): δ (ppm) 9.21-9.23 (4H, d), 9.14-9.16 (4H, d), 8.601 (8H, m), 7.68 (4H, s), 6.19-6.26 (2H, m), 6.03 (4H, s), 5.57-5.67 (2H, quad), 5.37-5.39 (2H, d). 13C NMR (D2O, 100 MHz): δ (ppm) 153.48, 153.04, 148.70, 148.66, 148.65, 148.63, 148.52, 148.46, 148.3...